This data is from the Open Reaction Database (ORD), a public repository of structured organic reaction records. The task is: describe an organic reaction: reactants, conditions, products, and yield Starting materials: ClC1=CC(=NC=2N1N=C(C2S(=O)(=O)C2=CC=C(C=C2)Cl)SC)C (7-chloro-3-(4-chloro-benzenesulphonyl)-5-methyl-2-methylsulphanyl-pyrazolo[1,5-a]pyrimidine), CNC (dimethyl-amine). Run in CCO (EtOH). Product: ClC1=CC=C(C=C1)S(=O)(=O)C=1C(=NN2C1N=C(C=C2N(C)C)C)SC ([3-(4-chloro-benzenesulphonyl)-5-methyl-2-methylsulphanyl-pyrazolo[1,5-a]pyrimidin-7-yl]-dimethyl-amine). RXN SMILES: Cl[C:2]1[N:7]2[N:8]=[C:9]([S:21][CH3:22])[C:10]([S:11]([C:14]3[CH:19]=[CH:18][C:17]([Cl:20])=[CH:16][CH:15]=3)(=[O:13])=[O:12])=[C:6]2[N:5]=[C:4]([CH3:23])[CH:3]=1.[CH3:24][NH:25][CH3:26]>CCO>[Cl:20][C:17]1[CH:18]=[CH:19][C:14]([S:11]([C:10]2[C:9]([S:21][CH3:22])=[N:8][N:7]3[C:2]([N:25]([CH3:26])[CH3:24])=[CH:3][C:4]([CH3:23])=[N:5][C:6]=23)(=[O:12])=[O:13])=[CH:15][CH:16]=1. Procedure details: In an analogous manner to that described in Example 5, from 7-chloro-3-(4-chloro-benzenesulphonyl)-5-methyl-2-methylsulphanyl-pyrazolo[1,5-a]pyrimidine and dimethyl-amine in EtOH there was obtained [3-(4-chloro-benzenesulphonyl)-5-methyl-2-methylsulphanyl-pyrazolo[1,5-a]pyrimidin-7-yl]-dimethyl-amine as colorless crystals, m.p. 221-223°. Yields the product CC1=CC=C(C2=CC=CC=C12)C=1C2=CC=CC=C2C=C2C=CC=CC12 (9-(4-Methylnaphth-1-yl)anthracene). The reactants are C1(=C(C=CC=C1)P(C1=C(C=CC=C1)C)C1=C(C=CC=C1)C)C (tri-o-tolylphosphine), CC1=CC=C(C2=CC=CC=C12)B(O)O (4-methylnaphthalene-1-boronic acid), BrC=1C2=CC=CC=C2C=C2C=CC=CC12 (9-bromoanthracene), P(=O)([O-])([O-])[O-].[K+].[K+].[K+] (tripotassium phosphate). The reagents and catalysts are C(C)(=O)[O-].[Pd+2].C(C)(=O)[O-] (palladium(II) acetate). Procedure: 3.6 g (11.7 mmol) of tri-o-tolylphosphine and then 437 mg (1.9 mmol) of palladium(II) acetate are added with vigorous stirring to a suspension of 93.0 g (500 mmol) of 4-methylnaphthalene-1-boronic acid, 100.0 g (389 mmol) of 9-bromoanthracene, 212.3 g (1 mol) of tripotassium phosphate in a mixture of 400 ml of dioxane, 600 ml of toluene and 1000 ml of water, and the mixture is refluxed for 16 h. After the reaction mixture has been cooled, the organic phase is separated off and washed three times... RXN SMILES: C1(C)C=CC=CC=1P(C1C=CC=CC=1C)C1C=CC=CC=1C.[CH3:23][C:24]1[C:33]2[C:28](=[CH:29][CH:30]=[CH:31][CH:32]=2)[C:27](B(O)O)=[CH:26][CH:25]=1.Br[C:38]1[C:39]2[C:44]([CH:45]=[C:46]3[C:51]=1[CH:50]=[CH:49][CH:48]=[CH:47]3)=[CH:43][CH:42]=[CH:41][CH:40]=2.P([O-])([O-])([O-])=O.[K+].[K+].[K+]>O1CCOCC1.C([O-])(=O)C.[Pd+2].C([O-])(=O)C.O.C1(C)C=CC=CC=1>[CH3:23][C:24]1[C:33]2[C:28](=[CH:29][CH:30]=[CH:31][CH:32]=2)[C:27]([C:38]2[C:51]3[C:46]([CH:45]=[C:44]4[C:39]=2[CH:40]=[CH:41][CH:42]=[CH:43]4)=[CH:47][CH:48]=[CH:49][CH:50]=3)=[CH:26][CH:25]=1 |f:3.4.5.6,8.9.10|. The solvent is O1CCOCC1 (dioxane), O (water), C1(=CC=CC=C1)C (toluene). Starting materials: B, CO, O=Cc1ccccc1, Cl, NCC1CN(Cc2ccccc2)CC1F, [Na+], [OH-], c1ccncc1. The product is FC1CN(Cc2ccccc2)CC1CNCc1ccccc1. Reaction SMILES: [BH3:30].[CH3:34][OH:35].[CH:16](=[O:17])[c:18]1[cH:19][cH:20][cH:21][cH:22][cH:23]1.[ClH:31].[NH2:1][CH2:2][CH:3]1[CH2:4][N:5]([CH2:9][c:10]2[cH:11][cH:12][cH:13][cH:14][cH:15]2)[CH2:6][CH:7]1[F:8].[Na+:33].[OH-:32].[n:24]1[cH:25][cH:26][cH:27][cH:28][cH:29]1>>[NH:1]([CH2:2][CH:3]1[CH2:4][N:5]([CH2:9][c:10]2[cH:11][cH:12][cH:13][cH:14][cH:15]2)[CH2:6][CH:7]1[F:8])[CH2:16][c:18]1[cH:19][cH:20][cH:21][cH:22][cH:23]1. Reactants: COC(C(C1=CC=C(C=C1)O)=O)=O (4-hydroxy-alpha-oxobenzeneacetic acid methyl ester), S(C)(=O)(=O)[O-] (mesylate), [N+](=O)([O-])C1=CC=C(OCCO)C=C1 (2-(4-nitrophenoxy)ethanol), [H-].[Na+] (sodium hydride). Run in CN(C=O)C (dimethylforrnamide). Run at temperature 60 celsius, time 15 minute. Product: COC(C(C1=CC=C(C=C1)OCCOC1=CC=C(C=C1)[N+](=O)[O-])=O)=O (4-[[2-(4-nitrophenoxy)ethyl]oxy]-alpha-oxobenzeneacetic acid methyl ester). Yield: 54.0%. RXN SMILES: [CH3:1][O:2][C:3](=[O:13])[C:4](=[O:12])[C:5]1[CH:10]=[CH:9][C:8]([OH:11])=[CH:7][CH:6]=1.[H-].[Na+].S([O-])(=O)(=O)C.[N+:21]([C:24]1[CH:33]=[CH:32][C:27]([O:28][CH2:29][CH2:30]O)=[CH:26][CH:25]=1)([O-:23])=[O:22]>CN(C)C=O>[CH3:1][O:2][C:3](=[O:13])[C:4](=[O:12])[C:5]1[CH:10]=[CH:9][C:8]([O:11][CH2:30][CH2:29][O:28][C:27]2[CH:26]=[CH:25][C:24]([N+:21]([O-:23])=[O:22])=[CH:33][CH:32]=2)=[CH:7][CH:6]=1 |f:1.2|. Procedure: A stirred mixture of 4-hydroxy-alpha-oxobenzeneacetic acid methyl ester (0.724 g) in dimethylforrnamide (10 mL) under argon was treated with 55% sodium hydride (0. 175 g), stirred for 15 minutes and treated with the mesylate of 2-(4-nitrophenoxy)ethanol (1.56 g). The mixture was heated at 60° C. overnight and worked up as in Example 20. The material was purified by HPLC (dichloromethane-hexane; 9:1) and crystallized from dichloromethane-hexane to provide 0.75 g of 4-[[2-(4-nitrophenoxy)ethyl]oxy... The reactants are C(C1=CN=CC=C1)(=O)N (nicotinamide), C(C(=O)Cl)(=O)Cl (oxalyl chloride). The solvent is C(CCl)Cl (ethylene dichloride). Product: C(C1=CN=CC=C1)N=C=O (nicotinyl isocyanate). RXN SMILES: [C:1]([NH2:9])(=O)[C:2]1[CH:7]=[CH:6][CH:5]=[N:4][CH:3]=1.C(Cl)(=O)[C:11](Cl)=[O:12]>C(Cl)CCl>[CH2:1]([N:9]=[C:11]=[O:12])[C:2]1[CH:7]=[CH:6][CH:5]=[N:4][CH:3]=1. Reported procedure: To a mixture of nicotinamide (24.4 g., 0.20 mole) and dry ethylene dichloride (2500 ml.) is added oxalyl chloride (38.1 g., 0.30 mole). The mixture is then heated to reflux for 4.5 hours and then cooled to room temperature. It is filtered to give a clear pale orange solution of nicotinyl isocyanate which is used directly in the next step.